From a dataset of the Open Reaction Database (ORD), a public repository of structured organic reaction records. describe an organic reaction: reactants, conditions, products, and yield Reactants: [BH4-].[Na+] (NaBH4), BrC1C(C2=CC(=C(C(=C2C1)OC)OC)OC)=O (2-bromo-4,5,6-trimethoxy-1-indanone), O=C(C=CC1=CC=CC=C1)N1CCNCC1 (1-(1-oxo-3-phenyl-2-propenyl)-piperazine), C(=O)(O)[O-].[Na+] (NaHCO3), Cl (HCl). Run in CO (methanol), CC(=O)C (acetone). Reaction conditions: time 16 hour. The product is O=C(C=CC1=CC=CC=C1)N1CCN(CC1)[C@H]1[C@@H](C2=CC(=C(C(=C2C1)OC)OC)OC)O (trans 2-[4-(1-Oxo-3-phenyl-2-propenyl)-1-piperazinyl]-4,5,6-trimethoxy-1-indanol). Isolated yield 27.4%. As a reaction SMILES: Br[CH:2]1[CH2:10][C:9]2[C:4](=[CH:5][C:6]([O:15][CH3:16])=[C:7]([O:13][CH3:14])[C:8]=2[O:11][CH3:12])[C:3]1=[O:17].[O:18]=[C:19]([N:28]1[CH2:33][CH2:32][NH:31][CH2:30][CH2:29]1)[CH:20]=[CH:21][C:22]1[CH:27]=[CH:26][CH:25]=[CH:24][CH:23]=1.C([O-])(O)=O.[Na+].[BH4-].[Na+].Cl>CO.CC(C)=O>[O:18]=[C:19]([N:28]1[CH2:29][CH2:30][N:31]([C@@H:2]2[CH2:10][C:9]3[C:4](=[CH:5][C:6]([O:15][CH3:16])=[C:7]([O:13][CH3:14])[C:8]=3[O:11][CH3:12])[C@H:3]2[OH:17])[CH2:32][CH2:33]1)[CH:20]=[CH:21][C:22]1[CH:27]=[CH:26][CH:25]=[CH:24][CH:23]=1 |f:2.3,4.5|. Reported procedure: A mixture of 3.3 g (11 mmole) of 2-bromo-4,5,6-trimethoxy-1-indanone (Haworth et al., J. Chem. Soc. 1952 1583-1588), 2.16 g (10 mmole) of 1-(1-oxo-3-phenyl-2-propenyl)-piperazine, 0.92 g (11 mmole) of NaHCO3 in 8 ml of methanol is refluxed with stirring for 16 hours. After cooling, and maintaining the temperature at 0°-5° C., 0.77 g (20 mmole) of NaBH4 are added at portions, then the mixture is allowed to stand for 4 hours at room temperature under stirring. The mixture is cooled and made acidic... Reactants: N#Cc1ccc(CBr)cc1, COC(=O)CC(=O)c1ccc(C#N)cc1, CCOC(C)=O, [K+], [K+], O=C([O-])[O-], CN(C)C=O, O. Yields the product COC(=O)C(Cc1ccc(C#N)cc1)C(=O)c1ccc(C#N)cc1. As a reaction SMILES: [C:16](#[N:17])[c:18]1[cH:19][cH:20][c:21]([CH2:22][Br:23])[cH:24][cH:25]1.[C:1](#[N:2])[c:3]1[cH:4][cH:5][c:6]([C:7](=[O:8])[CH2:9][C:10](=[O:11])[O:12][CH3:13])[cH:14][cH:15]1.[CH3:38][CH2:39][O:40][C:41](=[O:42])[CH3:43].[K+:26].[K+:27].[O-:28][C:29]([O-:30])=[O:31].[O:33]=[CH:34][N:35]([CH3:36])[CH3:37].[OH2:32]>>[C:1](#[N:2])[c:3]1[cH:4][cH:5][c:6]([C:7](=[O:8])[CH:9]([C:10](=[O:11])[O:12][CH3:13])[CH2:22][c:21]2[cH:20][cH:19][c:18]([C:16]#[N:17])[cH:25][cH:24]2)[cH:14][cH:15]1. Reactants: ClC1=NC=C(C(=C1)OC)[N+](=O)[O-] (2-Chloro-4-methoxy-5-nitropyridine), C[O-].[Na+] (sodium methoxide). The solvent is CO (methanol). The product is COC1=NC=C(C(=C1)OC)[N+](=O)[O-] (2,4-Dimethoxy-5-nitropyridine). Isolated yield 97.7%. Reaction SMILES: Cl[C:2]1[CH:7]=[C:6]([O:8][CH3:9])[C:5]([N+:10]([O-:12])=[O:11])=[CH:4][N:3]=1.[CH3:13][O-:14].[Na+]>CO>[CH3:13][O:14][C:2]1[CH:7]=[C:6]([O:8][CH3:9])[C:5]([N+:10]([O-:12])=[O:11])=[CH:4][N:3]=1 |f:1.2|. Reported procedure: A solution of the product of Step 2 (950 mg, 5 mmol), sodium methoxide (695 mg, 12.5 mmol) in methanol (10 ml) was heated at reflux for 2 hours. After cooling the solvent was removed in vacuo and the residue partitioned between ethyl acetate and water. The organic phase was washed with water and brine, dried and evaporated in vacuo to give the title compound (900 mg, 98%). MS (ES+) m/e 185 [M+H]+. Starting materials: CS(C)=O, C[S+](C)C, O=Cc1cccc(Cl)c1, [H-], [I-], [Na+], C1CCOC1, O. Product: Clc1cccc(C2CO2)c1. RXN SMILES: [CH3:3][S:4](=[O:5])[CH3:6].[CH3:8][S+:9]([CH3:10])[CH3:11].[Cl:12][c:13]1[cH:14][c:15]([CH:16]=[O:17])[cH:18][cH:19][cH:20]1.[H-:1].[I-:7].[Na+:2].[O:22]1[CH2:23][CH2:24][CH2:25][CH2:26]1.[OH2:21]>>[CH2:8]1[CH:16]([c:15]2[cH:14][c:13]([Cl:12])[cH:20][cH:19][cH:18]2)[O:17]1. Reactants: C[C@@]12C(=O)CC[C@H]1[C@@H]1CCC3=CC(=O)CC[C@]3(C)[C@H]1CC2 (androstenedione), C[C@]12CC[C@@H]3C=4C=CC(=CC4CC[C@H]3[C@@H]1CCC2=O)O (estrone). Product: C[C@]12CC[C@H]3[C@H]([C@@H]1CCC2=O)CCC4=CC(=O)CC[C@]34C=O (19-Aldoandrostenedione). Reaction SMILES: [CH3:1][C@:2]12[CH2:21][CH2:20][C@H:19]3[C@@H:8]([CH2:9][CH2:10][C:11]4[C@:17]3([CH3:18])[CH2:16][CH2:15][C:13](=[O:14])[CH:12]=4)[C@@H:7]1[CH2:6][CH2:5][C:3]2=[O:4].C[C@@]12C(=[O:40])CC[C@H]1[C@H]1[C@@H](C3C=CC(O)=CC=3CC1)CC2>>[CH3:1][C@@:2]12[C:3](=[O:4])[CH2:5][CH2:6][C@H:7]1[C@@H:8]1[CH2:9][CH2:10][C:11]3[C@@:17]([CH:18]=[O:40])([C@H:19]1[CH2:20][CH2:21]2)[CH2:16][CH2:15][C:13](=[O:14])[CH:12]=3. Procedure details: This compound is the postulated reaction intermediate of the second hydroxylation step of androstenedione-to-estrone catalysis by Aromatase. The reactants are COC([C@H](CC1=CC=C(C=C1)OCC1=CC=C(C=C1)C(C)(C)C)NC(=O)OC(C)(C)C)=O ((S)-2-Tert-butoxycarbonylamino-3-[4-(4-tert-butyl-benzyloxy)-phenyl]-propionic acid methyl ester), Cl (HCl). Run in O1CCOCC1 (dioxane). Product: Cl.COC([C@H](CC1=CC=C(C=C1)OCC1=CC=C(C=C1)C(C)(C)C)N)=O ((S)-2-amino-3-[4-(4-tert-butyl-benzyloxy)-phenyl]-propionic acid methyl ester-hydrochloride). RXN SMILES: [CH3:1][O:2][C:3](=[O:32])[C@@H:4]([NH:24]C(OC(C)(C)C)=O)[CH2:5][C:6]1[CH:11]=[CH:10][C:9]([O:12][CH2:13][C:14]2[CH:19]=[CH:18][C:17]([C:20]([CH3:23])([CH3:22])[CH3:21])=[CH:16][CH:15]=2)=[CH:8][CH:7]=1.[ClH:33]>O1CCOCC1>[ClH:33].[CH3:1][O:2][C:3](=[O:32])[C@@H:4]([NH2:24])[CH2:5][C:6]1[CH:11]=[CH:10][C:9]([O:12][CH2:13][C:14]2[CH:15]=[CH:16][C:17]([C:20]([CH3:21])([CH3:22])[CH3:23])=[CH:18][CH:19]=2)=[CH:8][CH:7]=1 |f:3.4|. Reported procedure: (S)-2-Tert-butoxycarbonylamino-3-[4-(4-tert-butyl-benzyloxy)-phenyl]-propionic acid methyl ester (290 mg, 0.66 mmol) was treated with 4 mL of 4N HCl in dioxane for 1 h at room temperature. The solvent was evaporated and the remaining solid triturated with diethyl ether to give (S)-2-amino-3-[4-(4-tert-butyl-benzyloxy)-phenyl]-propionic acid methyl ester-hydrochloride (214 mg). The reactants are CC1([C@@H]([C@H]1C=NOCC1CC1)C(=O)O)C ((1R,trans)-2,2-dimethyl-3-((cyclopropylmethoxyimino)methyl)cyclopropanecarboxylic acid), C(#N)C(C1=CC(=CC=C1)OC1=CC=CC=C1)Br (α-cyano-3-phenoxybenzyl bromide), C([O-])([O-])=O.[K+].[K+] (potassium carbonate), C1(=CC=CC=C1)C (toluene). Reagents/catalysts: S(=O)(=O)(O)[O-].C(CCC)[N+](CCCC)(CCCC)CCCC (tetrabutylammonium hydrogen sulfate), [Cl-].C(C1=CC=CC=C1)[N+](CC)(CC)CC (benzyltriethylammonium chloride). Run in O (water). Run at time 8 hour. The product is CC1([C@@H]([C@H]1C=NOCC1CC1)C(=O)OC(C1=CC(=CC=C1)OC1=CC=CC=C1)C#N)C (α-Cyano-3-phenoxybenzyl (1R,trans)-2,2-dimethyl-3-((cyclopropylmethoxyimino)methyl)cyclopropanecarboxylate). Isolated yield 80.8%. As a reaction SMILES: [CH3:1][C:2]1([CH3:15])[C@H:4]([CH:5]=[N:6][O:7][CH2:8][CH:9]2[CH2:11][CH2:10]2)[C@H:3]1[C:12]([OH:14])=[O:13].[C:16]([CH:18](Br)[C:19]1[CH:24]=[CH:23][CH:22]=[C:21]([O:25][C:26]2[CH:31]=[CH:30][CH:29]=[CH:28][CH:27]=2)[CH:20]=1)#[N:17].C(=O)([O-])[O-].[K+].[K+].C1(C)C=CC=CC=1>S([O-])(O)(=O)=O.C([N+](CCCC)(CCCC)CCCC)CCC.[Cl-].C([N+](CC)(CC)CC)C1C=CC=CC=1.O>[CH3:1][C:2]1([CH3:15])[C@H:4]([CH:5]=[N:6][O:7][CH2:8][CH:9]2[CH2:10][CH2:11]2)[C@H:3]1[C:12]([O:14][CH:18]([C:16]#[N:17])[C:19]1[CH:24]=[CH:23][CH:22]=[C:21]([O:25][C:26]2[CH:27]=[CH:28][CH:29]=[CH:30][CH:31]=2)[CH:20]=1)=[O:13] |f:2.3.4,6.7,8.9|. Procedure details: A mixture of 1.8 g of (1R,trans)-2,2-dimethyl-3-((cyclopropylmethoxyimino)methyl)cyclopropanecarboxylic acid, 2.30 g of α-cyano-3-phenoxybenzyl bromide, 0.05 g of tetrabutylammonium hydrogen sulfate, 0.05 g of benzyltriethylammonium chloride, 0.58 g of potassium carbonate, 10 ml of toluene and 6 ml of water was heated at 60°-70° for 4 hours, let stand overnight at room temperature and reheated at 60°-70° for an additional eight hours. The resulting reaction mixture separated into layers. The tol...